Dataset: the Open Reaction Database (ORD), a public repository of structured organic reaction records. Task: describe an organic reaction: reactants, conditions, products, and yield Reactants: C(C(C)(C)C)(=O)OC[C@@H](OC(C)(C)C)C1=C(C2=C(N=C(S2)C2=CC(=CC=C2)OCC2=CC=CC=C2)C=C1C)Br ((S)-2-(2-(3-(benzyloxy)phenyl)-7-bromo-5-methylbenzo[d]thiazol-6-yl)-2-tert-butoxyethyl pivalate), ClC1=CC=C(C=C1)B(O)O (4-chlorophenylboronic acid), C(=O)([O-])[O-].[K+].[K+] (K2CO3). The reagents and catalysts are C=1C=CC(=CC1)[P](C=2C=CC=CC2)(C=3C=CC=CC3)[Pd]([P](C=4C=CC=CC4)(C=5C=CC=CC5)C=6C=CC=CC6)([P](C=7C=CC=CC7)(C=8C=CC=CC8)C=9C=CC=CC9)[P](C=1C=CC=CC1)(C=1C=CC=CC1)C=1C=CC=CC1 (Pd(PPh3)4). The solvent is O1CCOCC1 (dioxane). Run at temperature 120 celsius. Product: C(C(C)(C)C)(=O)OC[C@@H](OC(C)(C)C)C1=C(C2=C(N=C(S2)C2=CC(=CC=C2)OCC2=CC=CC=C2)C=C1C)C1=CC=C(C=C1)Cl ((S)-2-(2-(3-(benzyloxy)phenyl)-7-(4-chlorophenyl)-5-methylbenzo[d]thiazol-6-yl)-2-tert-butoxyethyl pivalate). The yield is 97.8%. Reaction SMILES: [C:1]([O:7][CH2:8][C@H:9]([C:15]1[C:37]([CH3:38])=[CH:36][C:18]2[N:19]=[C:20]([C:22]3[CH:27]=[CH:26][CH:25]=[C:24]([O:28][CH2:29][C:30]4[CH:35]=[CH:34][CH:33]=[CH:32][CH:31]=4)[CH:23]=3)[S:21][C:17]=2[C:16]=1Br)[O:10][C:11]([CH3:14])([CH3:13])[CH3:12])(=[O:6])[C:2]([CH3:5])([CH3:4])[CH3:3].[Cl:40][C:41]1[CH:46]=[CH:45][C:44](B(O)O)=[CH:43][CH:42]=1.C([O-])([O-])=O.[K+].[K+]>O1CCOCC1.C1C=CC([P]([Pd]([P](C2C=CC=CC=2)(C2C=CC=CC=2)C2C=CC=CC=2)([P](C2C=CC=CC=2)(C2C=CC=CC=2)C2C=CC=CC=2)[P](C2C=CC=CC=2)(C2C=CC=CC=2)C2C=CC=CC=2)(C2C=CC=CC=2)C2C=CC=CC=2)=CC=1>[C:1]([O:7][CH2:8][C@H:9]([C:15]1[C:37]([CH3:38])=[CH:36][C:18]2[N:19]=[C:20]([C:22]3[CH:27]=[CH:26][CH:25]=[C:24]([O:28][CH2:29][C:30]4[CH:35]=[CH:34][CH:33]=[CH:32][CH:31]=4)[CH:23]=3)[S:21][C:17]=2[C:16]=1[C:44]1[CH:45]=[CH:46][C:41]([Cl:40])=[CH:42][CH:43]=1)[O:10][C:11]([CH3:14])([CH3:13])[CH3:12])(=[O:6])[C:2]([CH3:5])([CH3:4])[CH3:3] |f:2.3.4,^1:65,67,86,105|. Procedure: The mixture of (S)-2-(2-(3-(benzyloxy)phenyl)-7-bromo-5-methylbenzo[d]thiazol-6-yl)-2-tert-butoxyethyl pivalate (100 mg, 0.164 mmol), 4-chlorophenylboronic acid (38 mg, 0.246 mmol), 2N K2CO3 (400 μL), Pd(PPh3)4 (18 mg, 0.016 mmol) in dioxane in sealed tube was heated at 120° C. After the reaction is finished, the reaction mixture was washed by sat. NaHCO3, extracted by EtOAc, the organic phase was dried over MgSO4, filtered, concentrated down and purified by silica gel column (0-50% EtOAc in Hex... Starting materials: C[SiH2]CCCCCCCCCC (methyldecylsilane), C=CCCCCCCCC (1-decene), C=CCCCCCCCC (decene). The reagents and catalysts are C1=CC=C(C=C1)P(C2=CC=CC=C2)C3=CC=CC=C3.C1=CC=C(C=C1)P(C2=CC=CC=C2)C3=CC=CC=C3.C1=CC=C(C=C1)P(C2=CC=CC=C2)C3=CC=CC=C3.[Cl-].[Rh] (chlorotris(triphenylphosphine)rhodium(I)). The product is C[Si](CCCCCCCCCC)(CCCCCCCCCC)CCCCCCCCCC (methyltri(decyl)silane). Yield: 80.0%. RXN SMILES: [CH3:1][SiH2:2][CH2:3][CH2:4][CH2:5][CH2:6][CH2:7][CH2:8][CH2:9][CH2:10][CH2:11][CH3:12].[CH2:13]=[CH:14][CH2:15][CH2:16][CH2:17][CH2:18][CH2:19][CH2:20][CH2:21][CH3:22]>C1C=CC(P(C2C=CC=CC=2)C2C=CC=CC=2)=CC=1.C1C=CC(P(C2C=CC=CC=2)C2C=CC=CC=2)=CC=1.C1C=CC(P(C2C=CC=CC=2)C2C=CC=CC=2)=CC=1.[Cl-].[Rh]>[CH3:1][Si:2]([CH2:3][CH2:4][CH2:5][CH2:6][CH2:7][CH2:8][CH2:9][CH2:10][CH2:11][CH3:12])([CH2:13][CH2:14][CH2:15][CH2:16][CH2:17][CH2:18][CH2:19][CH2:20][CH2:21][CH3:22])[CH2:3][CH2:4][CH2:5][CH2:6][CH2:7][CH2:8][CH2:9][CH2:10][CH2:11][CH3:12] |f:2.3.4.5.6|. Reported procedure: A mixture of 75 grams of methyldecylsilane and 202 grams 1-decene was reacted in the presence of 0.0040 grams of chlorotris(triphenylphosphine)rhodium(I) at 87°-95° C. for one hour. The unreacted decene was stripped off under high vacuum and the residue hydrogenated as above. Distillation gave an 80 percent yield of methyltri(decyl)silane having a boiling point of 230°-233° C. (0.95 mm). Reactants: [BH4-], O=C([O-])C(O)C(O)C(=O)[O-], CC(C)C[Al+]CC(C)C, CC(C)=O, ClCCl, C[Si](C)(C)CCOCn1cnc2c(C#N)cc(C(F)(F)F)cc21, [H-], [K+], [Li+], [Na+], C1CCOC1. The product is C[Si](C)(C)CCOCn1cnc2c(CO)cc(C(F)(F)F)cc21. Reaction SMILES: [BH4-:46].[C:34](=[O:35])([CH:36]([CH:37]([C:38]([O-:39])=[O:40])[OH:41])[OH:42])[O-:43].[CH2:25]([Al+:26][CH2:27][CH:28]([CH3:29])[CH3:30])[CH:31]([CH3:32])[CH3:33].[CH3:56][C:57](=[O:58])[CH3:59].[Cl:48][CH2:49][Cl:50].[F:1][C:2]([c:3]1[cH:4][c:5]([C:20]#[N:21])[c:6]2[c:7]([n:8]([CH2:11][O:12][CH2:13][CH2:14][Si:15]([CH3:16])([CH3:17])[CH3:18])[cH:9][n:10]2)[cH:19]1)([F:22])[F:23].[H-:24].[K+:44].[Li+:47].[Na+:45].[O:51]1[CH2:52][CH2:53][CH2:54][CH2:55]1>>[F:1][C:2]([c:3]1[cH:4][c:5]([CH2:20][OH:35])[c:6]2[c:7]([n:8]([CH2:11][O:12][CH2:13][CH2:14][Si:15]([CH3:16])([CH3:17])[CH3:18])[cH:9][n:10]2)[cH:19]1)([F:22])[F:23]. The reactants are C(OC)(OC)=O (dimethyl carbonate), CC(=O)C1CC1 (cyclopropyl methyl ketone), Cl (HCl), CC(C)([O-])C.[K+] (potassium tert.butoxide). The solvent is C1(=CC=CC=C1)C (toluene), O (water). Conditions: temperature 25 celsius, time 15 minute. The product is C1(CC1)C(CC(=O)OC)=O (Methyl 3-cyclopropyl-3-oxopropanoate). RXN SMILES: [C:1](=[O:6])([O:4][CH3:5])OC.[CH3:7][C:8]([CH:10]1[CH2:12][CH2:11]1)=[O:9].CC(C)([O-])C.[K+].Cl>C1(C)C=CC=CC=1.O>[CH:10]1([C:8](=[O:9])[CH2:7][C:1]([O:4][CH3:5])=[O:6])[CH2:12][CH2:11]1 |f:2.3|. Procedure: To the solution of dimethyl carbonate (361 g) in toluene (1250 ml) added cyclopropyl methyl ketone (125 g) and stirred for 15 min at 25° C. Cooled the reaction mixture to 10° C., added potassium tert.butoxide (100 g) to it under nitrogen atmosphere. Heated the reaction mixture to 75° C. and stirred for 14 hrs. Cooled the reaction mixture to 25° C. and slowly poured it into chilled water (750 ml). Cooled the reaction mixture to 0° C. and adjusted the pH to 2.5 by using 50% HCl solution. Raised th... Reactants: CCN=C=NCCCN(C)C, ClCCl, Cl, O=[N+]([O-])c1ccc(O)cc1, COc1ccc(C(=O)O)c2sc(N3CCCCC3)nc12. Product: COc1ccc(C(=O)Oc2ccc([N+](=O)[O-])cc2)c2sc(N3CCCCC3)nc12. Reaction SMILES: [CH3:32][N:33]([CH3:34])[CH2:35][CH2:36][CH2:37][N:38]=[C:39]=[N:40][CH2:41][CH3:42].[Cl:43][CH2:44][Cl:45].[ClH:31].[N+:21](=[O:22])([O-:23])[c:24]1[cH:25][cH:26][c:27]([OH:30])[cH:28][cH:29]1.[N:1]1([c:7]2[s:8][c:9]3[c:10]([n:11]2)[c:12]([O:19][CH3:20])[cH:13][cH:14][c:15]3[C:16](=[O:17])[OH:18])[CH2:2][CH2:3][CH2:4][CH2:5][CH2:6]1>>[N:1]1([c:7]2[s:8][c:9]3[c:10]([n:11]2)[c:12]([O:19][CH3:20])[cH:13][cH:14][c:15]3[C:16]([O:17][c:27]2[cH:26][cH:25][c:24]([N+:21](=[O:22])[O-:23])[cH:29][cH:28]2)=[O:18])[CH2:2][CH2:3][CH2:4][CH2:5][CH2:6]1. Starting materials: C(C)(=O)OCC (Ethyl acetate), C(C)C1C2=C(N(C(C3=C1N=CC=C3)=O)C)C=CC=N2 (5,11-dihydro-11-ethyl-5-methyldipyrido[3,2-b:2',3'-e]azepine-6-one), CI (methyl iodide), CC(C)([O-])C.[K+] (potassium tert-butoxide). Product: C(C)C1(C2=C(N(C(C3=C1N=CC=C3)=O)C)C=CC=N2)C (5,11-dihydro-11-ethyl-11-methyl-5-methyldipyrido[3,2-b:2',3 '-e]azepine-6-one). As a reaction SMILES: [CH2:1]([CH:3]1[C:9]2[N:10]=[CH:11][CH:12]=[CH:13][C:8]=2[C:7](=[O:14])[N:6]([CH3:15])[C:5]2[CH:16]=[CH:17][CH:18]=[N:19][C:4]1=2)[CH3:2].[CH3:20]C(C)([O-])C.[K+].CI.C(OCC)(=O)C>CS(C)=O>[CH2:1]([C:3]1([CH3:20])[C:9]2[N:10]=[CH:11][CH:12]=[CH:13][C:8]=2[C:7](=[O:14])[N:6]([CH3:15])[C:5]2[CH:16]=[CH:17][CH:18]=[N:19][C:4]1=2)[CH3:2] |f:1.2|. Procedure details: To a solution of 5,11-dihydro-11-ethyl-5-methyldipyrido[3,2-b:2',3'-e]azepine-6-one (0.10 g) in DMSO (1 mL) stirred under nitrogen was added potassium tert-butoxide (1M in tetrahydrofuran, 0.5 mL). After 3 minutes, methyl iodide (0.1 mL) was added, and the mixture was stirred for 10 minutes. Ethyl acetate was added, and the mixture was washed with water, dried, filtered, and evaporated. The residue was fractionated by preparative layer chromatography (developer chloroform/ethanol) to give 5,11-d... Run in CS(=O)C (DMSO). Reaction conditions: time 3 minute. Starting materials: [Al+3], C1CCOC1, NC(=O)c1cc(F)c(Cl)c(N)c1Cl, [H-], [H-], [H-], [H-], [Li+]. The product is NCc1cc(F)c(Cl)c(N)c1Cl. As a reaction SMILES: [Al+3:15].[CH2:20]1[O:21][CH2:22][CH2:23][CH2:24]1.[Cl:1][c:2]1[c:3]([C:4](=[O:5])[NH2:6])[cH:7][c:8]([F:13])[c:9]([Cl:12])[c:10]1[NH2:11].[H-:14].[H-:17].[H-:18].[H-:19].[Li+:16]>>[Cl:1][c:2]1[c:3]([CH2:4][NH2:6])[cH:7][c:8]([F:13])[c:9]([Cl:12])[c:10]1[NH2:11].